This data is from the Open Reaction Database (ORD), a public repository of structured organic reaction records. The task is: describe an organic reaction: reactants, conditions, products, and yield Starting materials: ClC=1C=CC2=C(SC(C(CO2)=O)C(=O)OC)C1 (Methyl 7-chloro-3-oxo-3,4-dihydro-2H-1,5-benzoxathiepin-4-carboxylate), BrCCCCl (1-bromo-3-chloropropane). Product: ClC=1C=CC2=C(SC(C(CO2)=O)(C(=O)OC)CCCCl)C1 (methyl 7-chloro-4-(3-chloropropyl)-3-oxo-3,4-dihydro-2H-1,5-benzoxathiepin-4-carboxylate). RXN SMILES: [Cl:1][C:2]1[CH:3]=[CH:4][C:5]2[O:11][CH2:10][C:9](=[O:12])[CH:8]([C:13]([O:15][CH3:16])=[O:14])[S:7][C:6]=2[CH:17]=1.Br[CH2:19][CH2:20][CH2:21][Cl:22]>>[Cl:1][C:2]1[CH:3]=[CH:4][C:5]2[O:11][CH2:10][C:9](=[O:12])[C:8]([CH2:19][CH2:20][CH2:21][Cl:22])([C:13]([O:15][CH3:16])=[O:14])[S:7][C:6]=2[CH:17]=1. Reported procedure: Methyl 7-chloro-3-oxo-3,4-dihydro-2H-1,5-benzoxathiepin-4-carboxylate is treated with 1-bromo-3-chloropropane in the same manner as described in Reference Example 25 to give methyl 7-chloro-4-(3-chloropropyl)-3-oxo-3,4-dihydro-2H-1,5-benzoxathiepin-4-carboxylate as a colorless oil. Starting materials: C=CC#N, c1ccc(CC2CCNCC2)cc1, CCO. The product is N#CCCN1CCC(Cc2ccccc2)CC1. Reaction SMILES: [CH2:1]=[CH:2][C:3]#[N:4].[CH2:5]([c:6]1[cH:7][cH:8][cH:9][cH:10][cH:11]1)[CH:12]1[CH2:13][CH2:14][NH:15][CH2:16][CH2:17]1.[CH3:18][CH2:19][OH:20]>>[CH2:1]([CH2:2][C:3]#[N:4])[N:15]1[CH2:14][CH2:13][CH:12]([CH2:5][c:6]2[cH:7][cH:8][cH:9][cH:10][cH:11]2)[CH2:17][CH2:16]1.